Dataset: the Open Reaction Database (ORD), a public repository of structured organic reaction records. Task: describe an organic reaction: reactants, conditions, products, and yield The reactants are C(CCC)[Li] (n-Butyllithium), C(#C)C1=CC=C(C=C1)C12OCC(CO1)(CO2)CCC (1-(4-ethynylphenyl)-4-n-propyl-2,6,7-trioxabicyclo[2,2,2]octane), [Si](C)(C)(C(C)(C)C)Cl (t-Butyldimethylsilyl chloride). Run in O1CCCC1 (tetrahydrofuran). Reaction conditions: time 10 minute. The product is [Si](C)(C)(C(C)(C)C)C#CC1=CC=C(C=C1)C12OCC(CO1)(CO2)CCC (1-[4-(2-t-Butyldimethylsilylethynyl)phenyl]-4-n-propyl-2,6,7-trioxabicyclo[2,2,2]octane). RXN SMILES: C([Li])CCC.[C:6]([C:8]1[CH:13]=[CH:12][C:11]([C:14]23[O:21][CH2:20][C:17]([CH2:22][CH2:23][CH3:24])([CH2:18][O:19]2)[CH2:16][O:15]3)=[CH:10][CH:9]=1)#[CH:7].[Si:25](Cl)([C:28]([CH3:31])([CH3:30])[CH3:29])([CH3:27])[CH3:26]>O1CCCC1>[Si:25]([C:7]#[C:6][C:8]1[CH:9]=[CH:10][C:11]([C:14]23[O:15][CH2:16][C:17]([CH2:22][CH2:23][CH3:24])([CH2:18][O:19]2)[CH2:20][O:21]3)=[CH:12][CH:13]=1)([C:28]([CH3:31])([CH3:30])[CH3:29])([CH3:27])[CH3:26]. Reported procedure: n-Butyllithium (0.79 ml of 1.6M solution, in hexane) was added to a stirred solution of 1-(4-ethynylphenyl)-4-n-propyl-2,6,7-trioxabicyclo[2,2,2]octane (0.25 g.) in dry tetrahydrofuran (15 ml) at 0°, under nitrogen. The reaction mixture was stirred at 0° for 10 minutes. t-Butyldimethylsilyl chloride (0.23 g.) was added and the mixture was stirred at room temperature for 6 hours. The reaction mixture was evaporated in vacuo. Water was added and the aqueous mixture was extracted with diethyl ether... Reactants: CC(C)(C)c1cc(C(=O)O)cc2c1OCC2(C)C, C1CCOC1, O=C(Cl)C(=O)Cl, CN(C)C=O. Yields the product CC(C)(C)c1cc(C(=O)O)cc2c1OCC2(C)C, [Cl-]. As a reaction SMILES: [C:1]([CH3:2])([CH3:3])([CH3:4])[c:5]1[cH:6][c:7]([C:16](=[O:17])[OH:18])[cH:8][c:9]2[c:10]1[O:11][CH2:12][C:13]2([CH3:14])[CH3:15].[CH2:25]1[O:26][CH2:27][CH2:28][CH2:29]1.[Cl:19][C:20]([C:21]([Cl:22])=[O:23])=[O:24].[O:30]=[CH:31][N:32]([CH3:33])[CH3:34]>>[C:1]([CH3:2])([CH3:3])([CH3:4])[c:5]1[cH:6][c:7]([C:16](=[O:17])[OH:18])[cH:8][c:9]2[c:10]1[O:11][CH2:12][C:13]2([CH3:14])[CH3:15].[Cl-:19]. The reactants are NCC(=O)N[C@@H](CC1=CC=CC=C1)C(=O)NNC(=O)C (H-Gly-Phe-NHNH-COCH3), N([C@H](CCS(=O)(=O)C)C(=O)O)C(=O)OC(C)(C)C (BOC-(D)-Met(O2)-OH). The product is N([C@H](CCS(=O)(=O)C)C(=O)NCC(=O)N[C@@H](CC1=CC=CC=C1)C(=O)NNC(=O)C)C(=O)OC(C)(C)C (BOC-(D)-Met(O2)-Gly-Phe-NHNH-COCH3). Isolated yield 52.7%. RXN SMILES: [NH2:1][CH2:2][C:3]([NH:5][C@H:6]([C:14]([NH:16][NH:17][C:18]([CH3:20])=[O:19])=[O:15])[CH2:7][C:8]1[CH:13]=[CH:12][CH:11]=[CH:10][CH:9]=1)=[O:4].[NH:21]([C:32]([O:34][C:35]([CH3:38])([CH3:37])[CH3:36])=[O:33])[C@@H:22]([C:29](O)=[O:30])[CH2:23][CH2:24][S:25]([CH3:28])(=[O:27])=[O:26]>>[NH:21]([C:32]([O:34][C:35]([CH3:38])([CH3:37])[CH3:36])=[O:33])[C@@H:22]([C:29]([NH:1][CH2:2][C:3]([NH:5][C@H:6]([C:14]([NH:16][NH:17][C:18]([CH3:20])=[O:19])=[O:15])[CH2:7][C:8]1[CH:13]=[CH:12][CH:11]=[CH:10][CH:9]=1)=[O:4])=[O:30])[CH2:23][CH2:24][S:25]([CH3:28])(=[O:26])=[O:27]. Reported procedure: Using H-Gly-Phe-NHNH-COCH3 (0.69 g) and BOC-(D)-Met(O2)-OH (0.66 g), the desired compound (0.67 g) is obtained in a similar manner to (III)of Example 45. m.p. 198°-199° C.(decomp.), [α]D23 -2.5°(c=0.49, DMF), Rf1 =0.25. The reactants are CC(C)(C)OC(=O)N1CCN(c2noc3ccccc23)CC1, ClCCl, CC(=O)N1CCc2c(c(-c3ccc(C(F)(F)F)cc3)nn2CC2CO2)C1, O=C(O)C(F)(F)F. Yields the product CC(=O)N1CCc2c(c(-c3ccc(C(F)(F)F)cc3)nn2CC(O)CN2CCN(c3noc4ccccc34)CC2)C1. As a reaction SMILES: [C:1]([O:2][C:6](=[O:3])[N:8]1[CH2:9][CH2:10][N:11]([c:14]2[n:15][o:16][c:17]3[c:18]2[cH:19][cH:20][cH:21][cH:22]3)[CH2:12][CH2:13]1)([CH3:4])([CH3:5])[CH3:7].[Cl:56][CH2:57][Cl:58].[O:30]1[CH:31]([CH2:33][n:34]2[n:35][c:36](-[c:46]3[cH:47][cH:48][c:49]([C:52]([F:53])([F:54])[F:55])[cH:50][cH:51]3)[c:37]3[c:42]2[CH2:41][CH2:40][N:39]([C:43]([CH3:44])=[O:45])[CH2:38]3)[CH2:32]1.[OH:23][C:24]([C:25]([F:26])([F:27])[F:28])=[O:29]>>[CH2:6]([N:8]1[CH2:9][CH2:10][N:11]([c:14]2[n:15][o:16][c:17]3[c:18]2[cH:19][cH:20][cH:21][cH:22]3)[CH2:12][CH2:13]1)[CH:31]([OH:30])[CH2:33][n:34]1[n:35][c:36](-[c:46]2[cH:47][cH:48][c:49]([C:52]([F:53])([F:54])[F:55])[cH:50][cH:51]2)[c:37]2[c:42]1[CH2:41][CH2:40][N:39]([C:43]([CH3:44])=[O:45])[CH2:38]2. Reactants: ClC1=CC2=C(N=C(N(S2(=O)=O)C)OCC)C=C1 (7-chloro-3-ethoxy-2-methyl-2H-1,2,4-benzothiadiazine 1,1-dioxide), C(C)(C)N (isopropylamine), [O-]CC.[Na+] (sodium ethoxide), [Na] (sodium). Procedure: A mixture of crude 7-chloro-3-ethoxy-2-methyl-2H-1,2,4-benzothiadiazine 1,1-dioxide (0.45 g) and isopropylamine (4 ml) in an ethanolic sodium ethoxide solution, prepared by dissolving 0.4 g of sodium in 10 ml of ethanol, was refluxed for 3 hours and then neutralized with 4M acetic acid. The mixture was evaporated to dryness and partitioned between 25 ml of water and 25 ml of dichloromethane. The organic layer was dried over sodium sulfate and the solvent was evaporated in vacuo. The residue was ... Reaction SMILES: [Cl:1][C:2]1[CH:17]=[CH:16][C:5]2[N:6]=[C:7](OCC)[N:8]([CH3:12])[S:9](=[O:11])(=[O:10])[C:4]=2[CH:3]=1.[CH:18]([NH2:21])([CH3:20])[CH3:19].[O-]CC.[Na+].[Na]>C(O)C.C(O)(=O)C>[Cl:1][C:2]1[CH:17]=[CH:16][C:5]2[N:6]=[C:7]([NH:21][CH:18]([CH3:20])[CH3:19])[N:8]([CH3:12])[S:9](=[O:10])(=[O:11])[C:4]=2[CH:3]=1 |f:2.3,^1:25|. Yields the product ClC1=CC2=C(N=C(N(S2(=O)=O)C)NC(C)C)C=C1 (7-Chloro-3-isopropylamino-2-methyl-2H-1,2,4-benzothiadiazine 1,1-dioxide). Solvent: C(C)O (ethanol), C(C)(=O)O (acetic acid).